This data is from the Open Reaction Database (ORD), a public repository of structured organic reaction records. The task is: describe an organic reaction: reactants, conditions, products, and yield The reactants are N#N (N2), C1(CCC1)C1=NC(=C2C(=NC=NN21)N)I (7-cyclobutyl-5-iodo-imidazo[5,1-f][1,2,4]triazin-4-ylamine), FC=1C(=CC=C2C=CC(=NC12)C1=CC=CC=C1)B1CC(C(O1)(C)C)(C)C (8-fluoro-2-phenyl-7-(4,4,5,5-tetramethyl-[2,3,2]dioxaborolan-2-yl)quinoline), C([O-])([O-])=O.[Cs+].[Cs+] (cesium carbonate), C([O-])(O)=O.[Na+] (sodium bicarbonate). The reagents and catalysts are C=1C=CC(=CC1)[P](C=2C=CC=CC2)(C=3C=CC=CC3)[Pd]([P](C=4C=CC=CC4)(C=5C=CC=CC5)C=6C=CC=CC6)([P](C=7C=CC=CC7)(C=8C=CC=CC8)C=9C=CC=CC9)[P](C=1C=CC=CC1)(C=1C=CC=CC1)C=1C=CC=CC1 (Tetrakis(triphenylphosphine)palladium(0)). Solvent: C(OC)COC (dimethoxyethane), O (H2O). Conditions: temperature 75 celsius. Yields the product C1(CCC1)C1=NC(=C2C(=NC=NN21)N)C2=CC=C1C=CC(=NC1=C2F)C2=CC=CC=C2 (7-Cyclobutyl-5-(8-fluoro-2-phenyl-quinolin-7-yl)-imidazo[5,1-f][1,2,4]triazin-4-ylamine). Reaction SMILES: [CH:1]1([C:5]2[N:13]3[C:8]([C:9]([NH2:14])=[N:10][CH:11]=[N:12]3)=[C:7](I)[N:6]=2)[CH2:4][CH2:3][CH2:2]1.[F:16][C:17]1[C:18](B2OC(C)(C)C(C)(C)C2)=[CH:19][CH:20]=[C:21]2[C:26]=1[N:25]=[C:24]([C:27]1[CH:32]=[CH:31][CH:30]=[CH:29][CH:28]=1)[CH:23]=[CH:22]2.C(=O)([O-])[O-].[Cs+].[Cs+].N#N.C(=O)(O)[O-].[Na+]>C(COC)OC.O.C1C=CC([P]([Pd]([P](C2C=CC=CC=2)(C2C=CC=CC=2)C2C=CC=CC=2)([P](C2C=CC=CC=2)(C2C=CC=CC=2)C2C=CC=CC=2)[P](C2C=CC=CC=2)(C2C=CC=CC=2)C2C=CC=CC=2)(C2C=CC=CC=2)C2C=CC=CC=2)=CC=1>[CH:1]1([C:5]2[N:13]3[C:8]([C:9]([NH2:14])=[N:10][CH:11]=[N:12]3)=[C:7]([C:18]3[C:17]([F:16])=[C:26]4[C:21]([CH:22]=[CH:23][C:24]([C:27]5[CH:28]=[CH:29][CH:30]=[CH:31][CH:32]=5)=[N:25]4)=[CH:20][CH:19]=3)[N:6]=2)[CH2:4][CH2:3][CH2:2]1 |f:2.3.4,6.7,^1:65,67,86,105|. Procedure details: A stirred solution of 7-cyclobutyl-5-iodo-imidazo[5,1-f][1,2,4]triazin-4-ylamine (40 mg, 0.1 mmol), 8-fluoro-2-phenyl-7-(4,4,5,5-tetramethyl-[2,3,2]dioxaborolan-2-yl)quinoline (52 mg, 0.15 mmol) and cesium carbonate (50 mg, 0.15 mmol) in dimethoxyethane (DME) (1.67 mL) and H2O (0.33 mL) was degassed for 10 minutes using N2. Tetrakis(triphenylphosphine)palladium(0) (7 mg, 0.006 mmol) was added, and the reaction was heated to 75° C. and maintained at this temperature for 16 hours. After cooling, t...